Dataset: the Open Reaction Database (ORD), a public repository of structured organic reaction records. Task: describe an organic reaction: reactants, conditions, products, and yield Starting materials: FC1=CC=2CC3=CC=CC=C3C2C=C1 (2-fluorofluorene), Cl.N1=CC=C(C=C1)CCl (4-picolylchloride hydrochloride), [OH-].[Na+] (sodium hydroxide). Reagents/catalysts: [Cl-].C(C1=CC=CC=C1)[N+](CC)(CC)CC (benzyltriethylammonium chloride). Solvent: C1(=CC=CC=C1)C (toluene). The product is Cl.Cl.N1=CC=C(C=C1)CC1(C2=CC=CC=C2C=2C=CC(=CC12)F)CC1=CC=NC=C1 (9,9-Bis(4-pyridinylmethyl)-2-fluorofluorene dihydrochloride). RXN SMILES: [F:1][C:2]1[CH:14]=[CH:13][C:12]2[C:11]3[C:6](=[CH:7][CH:8]=[CH:9][CH:10]=3)[CH2:5][C:4]=2[CH:3]=1.[ClH:15].[N:16]1[CH:21]=[CH:20][C:19]([CH2:22][Cl:23])=[CH:18][CH:17]=1.[OH-].[Na+]>[Cl-].C([N+](CC)(CC)CC)C1C=CC=CC=1.C1(C)C=CC=CC=1>[ClH:23].[ClH:15].[N:16]1[CH:21]=[CH:20][C:19]([CH2:22][C:5]2([CH2:22][C:19]3[CH:20]=[CH:21][N:16]=[CH:17][CH:18]=3)[C:4]3[CH:3]=[C:2]([F:1])[CH:14]=[CH:13][C:12]=3[C:11]3[C:6]2=[CH:7][CH:8]=[CH:9][CH:10]=3)=[CH:18][CH:17]=1 |f:1.2,3.4,5.6,8.9.10|. Procedure details: The title compound was prepared following the method of Example 1 from 4.0 g (21.74 mmole) of 2-fluorofluorene, 8.92 g of 4-picolylchloride hydrochloride, 120 ml of toluene, 200 mg of benzyltriethylammonium chloride, and 20 ml of 50% sodium hydroxide by reaction at 22° for 17 hrs. The product was chromatographed (silica, CH2Cl2 /MeOH, 10:1) to yield 2.9 g which was recrystallized (ethanol-acetone) and converted to the dihydrochloride, m.p. >300°. Starting materials: C(C1=CC=CC=C1)C1=C(C(=C(N=N1)N1C[C@H](N(CC1)C1=NC=C(C(=N1)C(F)(F)F)C(=O)O)C)C)C (2-[(R)-4-(6-benzyl-4,5-dimethyl-pyridazin-3-yl)-2-methyl-piperazin-1-yl]-4-trifluoromethyl-pyrimidine-5-carboxylic acid), C(C(=O)Cl)(=O)Cl (oxalyl chloride), CN(C)C=O (DMF), CN (N-methyl amine). Run in C1CCOC1 (THF), CCOC(=O)C (EtOAc). Reaction conditions: time 1 hour. Product: OCCN(C(=O)C=1C(=NC(=NC1)N1[C@@H](CN(CC1)C=1N=NC(=C(C1C)C)CC1=CC=CC=C1)C)C(F)(F)F)C (2-[(R)-4-(6-Benzyl-4,5-dimethyl-pyridazin-3-yl)-2-methyl-piperazin-1-yl]-4-trifluoromethyl-pyrimidine-5-carboxylic acid (2-hydroxy-ethyl)-methyl-amide), solid. Yield: 79.0%. Reaction SMILES: [CH2:1]([C:8]1[N:13]=[N:12][C:11]([N:14]2[CH2:19][CH2:18][N:17]([C:20]3[N:25]=[C:24]([C:26]([F:29])([F:28])[F:27])[C:23]([C:30]([OH:32])=O)=[CH:22][N:21]=3)[C@H:16]([CH3:33])[CH2:15]2)=[C:10]([CH3:34])[C:9]=1[CH3:35])[C:2]1[CH:7]=[CH:6][CH:5]=[CH:4][CH:3]=1.[C:36](Cl)(=[O:40])[C:37](Cl)=O.[CH3:42][N:43](C=O)C.CN>C1COCC1.CCOC(C)=O>[OH:40][CH2:36][CH2:37][N:43]([CH3:42])[C:30]([C:23]1[C:24]([C:26]([F:28])([F:29])[F:27])=[N:25][C:20]([N:17]2[CH2:18][CH2:19][N:14]([C:11]3[N:12]=[N:13][C:8]([CH2:1][C:2]4[CH:7]=[CH:6][CH:5]=[CH:4][CH:3]=4)=[C:9]([CH3:35])[C:10]=3[CH3:34])[CH2:15][C@H:16]2[CH3:33])=[N:21][CH:22]=1)=[O:32]. Reported procedure: To a solution of 2-[(R)-4-(6-benzyl-4,5-dimethyl-pyridazin-3-yl)-2-methyl-piperazin-1-yl]-4-trifluoromethyl-pyrimidine-5-carboxylic acid (45 mg, 0.1 mmol, 1 eq) in THF (2 mL) is added an excess of oxalyl chloride (100 μL, 1.2 mmol, 12 eq,) and a catalytic amount of DMF, and the resulting solution is stirred at rt for 45 min, at which time N-2-hydroxyethyl, N-methyl amine (200 μL, 2.5 mmol, 25 eq) is added, and the reaction is stirred for an additional 1 h. The reaction mixture is diluted with Et... Reactants: C(C)(C)(C)O[C@H](C(=O)OC)C=1C(=C2C(=NC1C)SC1=C2CCCC1)I (Methyl (2S)-tert-butoxy(4-iodo-2-methyl-5,6,7,8-tetrahydro[1]benzothieno[2,3-b]pyridin-3-yl)acetate), FC1=C(C=CC(=C1)C)B1OC(C(O1)(C)C)(C)C (2-(2-fluoro-4-methylphenyl)-4,4,5,5-tetramethyl-1,3,2-dioxaborolane). The product is C(C)(C)(C)O[C@H](C(=O)O)C=1C(=C2C(=NC1C)SC1=C2CCCC1)C1=C(C=C(C=C1)C)F ((2S)-tert-butoxy[4-(2-fluoro-4-methylphenyl)-2-methyl-5,6,7,8-tetrahydro[1]benzothieno[2,3-b]pyridin-3-yl]acetic acid). As a reaction SMILES: [C:1]([O:5][C@@H:6]([C:11]1[C:12](I)=[C:13]2[C:20]3[CH2:21][CH2:22][CH2:23][CH2:24][C:19]=3[S:18][C:14]2=[N:15][C:16]=1[CH3:17])[C:7]([O:9]C)=[O:8])([CH3:4])([CH3:3])[CH3:2].[F:26][C:27]1[CH:32]=[C:31]([CH3:33])[CH:30]=[CH:29][C:28]=1B1OC(C)(C)C(C)(C)O1>>[C:1]([O:5][C@@H:6]([C:11]1[C:12]([C:28]2[CH:29]=[CH:30][C:31]([CH3:33])=[CH:32][C:27]=2[F:26])=[C:13]2[C:20]3[CH2:21][CH2:22][CH2:23][CH2:24][C:19]=3[S:18][C:14]2=[N:15][C:16]=1[CH3:17])[C:7]([OH:9])=[O:8])([CH3:4])([CH3:3])[CH3:2]. Reported procedure: The title compound was prepared from Methyl (2S)-tert-butoxy(4-iodo-2-methyl-5,6,7,8-tetrahydro[1]benzothieno[2,3-b]pyridin-3-yl)acetate (Preparation 16, 100 mg, 212 μmol) and 2-(2-fluoro-4-methylphenyl)-4,4,5,5-tetramethyl-1,3,2-dioxaborolane (Preparation 19, 99 mg, 424 μmol) using the same method as described in Example 44, Step 1 to yield 100 mg, 96%. Material obtained was a mixture of atropisomers, in a 2:1 ratio. Starting materials: ClC1=C(C=C(C=C1CCCN1CCN(CC1)C)C#N)NC(OC(C)(C)C)=O (Tert-butyl (2-chloro-5-cyano-3-(3-(4-methylpiperazin-1-yl)propyl)phenyl)carbamate), C(=O)(C(F)(F)F)O (TFA). The solvent is C(Cl)Cl (DCM). Run at time 1 hour. The product is NC=1C=C(C#N)C=C(C1Cl)CCCN1CCN(CC1)C (3-amino-4-chloro-5-(3-(4-methylpiperazin-1-yl)propyl)benzonitrile), C(=O)(C(F)(F)F)O (TFA). Isolated yield 617.4%. As a reaction SMILES: [Cl:1][C:2]1[C:7]([CH2:8][CH2:9][CH2:10][N:11]2[CH2:16][CH2:15][N:14]([CH3:17])[CH2:13][CH2:12]2)=[CH:6][C:5]([C:18]#[N:19])=[CH:4][C:3]=1[NH:20]C(=O)OC(C)(C)C.[C:28]([OH:34])([C:30]([F:33])([F:32])[F:31])=[O:29]>C(Cl)Cl>[NH2:20][C:3]1[CH:4]=[C:5]([CH:6]=[C:7]([CH2:8][CH2:9][CH2:10][N:11]2[CH2:16][CH2:15][N:14]([CH3:17])[CH2:13][CH2:12]2)[C:2]=1[Cl:1])[C:18]#[N:19].[C:28]([OH:34])([C:30]([F:33])([F:32])[F:31])=[O:29]. Procedure: Tert-butyl (2-chloro-5-cyano-3-(3-(4-methylpiperazin-1-yl)propyl)phenyl)carbamate (49 mg, 0.125 mmol) was taken up in DCM (0.8 mL) and TFA (0.192 mL, 2.494 mmol) was added. The reaction was stirred at room temperature for 1 h. The solvent was removed in vacuo and the material azeotroped 2× with toluene. The material was dried under vacuum overnight. 3-amino-4-chloro-5-(3-(4-methylpiperazin-1-yl)propyl)benzonitrile, TFA (88 mg) was obtained as an off-white solid. Reactants: CCO, [H][H], ON=C1CCC2(CC1)OCCO2. Product: NC1CCC2(CC1)OCCO2. As a reaction SMILES: [CH3:15][CH2:16][OH:17].[H:13][H:14].[O:1]1[CH2:2][CH2:3][O:4][C:5]12[CH2:6][CH2:7][C:8](=[N:11][OH:12])[CH2:9][CH2:10]2>>[O:1]1[CH2:2][CH2:3][O:4][C:5]12[CH2:6][CH2:7][CH:8]([NH2:11])[CH2:9][CH2:10]2.